From a dataset of the Open Reaction Database (ORD), a public repository of structured organic reaction records. describe an organic reaction: reactants, conditions, products, and yield Reactants: C(CCCCCCCCCCC)N (Dodecylamine), ( 4H ), 7m, ( 3H ), ( 1H ), ( 1H ), ( 20H ), ( 2H ), ( 2H ), N(CC(=O)N[C@@H](CC1=CC=CC=C1)C(=O)O)C(=O)OCC1=CC=CC=C1 (z-Gly-Phe), product, ( 1H ). The solvent is C1CCOC1 (THF), C1CCOC1 (THF). Product: C(=O)(OCC1=CC=CC=C1)NCC(=O)N[C@@H](CC1=CC=CC=C1)C(=O)NCCCCCCCCCCCC (N-Carbobenzoxy-glycyl-N-dodecyl phenylalanineamide). Reaction SMILES: [CH2:1]([NH2:13])[CH2:2][CH2:3][CH2:4][CH2:5][CH2:6][CH2:7][CH2:8][CH2:9][CH2:10][CH2:11][CH3:12].[NH:14]([C:30]([O:32][CH2:33][C:34]1[CH:39]=[CH:38][CH:37]=[CH:36][CH:35]=1)=[O:31])[CH2:15][C:16]([NH:18][C@H:19]([C:27](O)=[O:28])[CH2:20][C:21]1[CH:26]=[CH:25][CH:24]=[CH:23][CH:22]=1)=[O:17]>C1COCC1>[C:30]([NH:14][CH2:15][C:16]([NH:18][C@H:19]([C:27]([NH:13][CH2:1][CH2:2][CH2:3][CH2:4][CH2:5][CH2:6][CH2:7][CH2:8][CH2:9][CH2:10][CH2:11][CH3:12])=[O:28])[CH2:20][C:21]1[CH:26]=[CH:25][CH:24]=[CH:23][CH:22]=1)=[O:17])([O:32][CH2:33][C:34]1[CH:39]=[CH:38][CH:37]=[CH:36][CH:35]=1)=[O:31]. Reported procedure: Dodecylamine (924 mg.) in 20 ml. THF is added dropwise to a 0° C. solution of 1.78 g. z-Gly-Phe and 1.02 g. DDC in 30 ml. THF under N2 and stirred at 0° C. for 4 hours. The reaction mixture is filtered, the filtrate evaporated in vacuo to give 3.53 g. crude product, which was chromatographed on 100 g. silica gel in CHCl3 /EtOAc (2:1) to give 890 mg. product (34%). NMR (CDCl3, δ): 7.7m (1H); 7.3 d (10 Hz); 6.6 m (1H); 6.2 (1H); 5.2 s (2H); 4.8 m (1H); 3.9 d, J=6 Hz (2H); 3.1 m (4H); 1.3 bs (20H);... Reactants: ClC1=NC(=C2N=CN(C2=N1)C1COCC1)NCCC (2-chloro-N-propyl-9-(tetrahydro-3-furanyl)-9H-purin-6-amine), N[C@@H]1CC[C@H](CC1)N (trans-1,4-diaminocyclohexane). Yields the product Cl.Cl.NC1CCC(CC1)NC1=NC(=C2N=CN(C2=N1)C1COCC1)NCCC (N2-(4-aminocyclo-hexyl)-N6-propyl-9-(tetrahydro-3-furanyl)-9H-purine-2,6-diamine dihydrochloride). The yield is 93.3%. RXN SMILES: [Cl:1][C:2]1[N:10]=[C:9]2[C:5]([N:6]=[CH:7][N:8]2[CH:11]2[CH2:15][CH2:14][O:13][CH2:12]2)=[C:4]([NH:16][CH2:17][CH2:18][CH3:19])[N:3]=1.[NH2:20][C@H:21]1[CH2:26][CH2:25][C@H:24]([NH2:27])[CH2:23][CH2:22]1>>[ClH:1].[ClH:1].[NH2:20][CH:21]1[CH2:26][CH2:25][CH:24]([NH:27][C:2]2[N:10]=[C:9]3[C:5]([N:6]=[CH:7][N:8]3[CH:11]3[CH2:15][CH2:14][O:13][CH2:12]3)=[C:4]([NH:16][CH2:17][CH2:18][CH3:19])[N:3]=2)[CH2:23][CH2:22]1 |f:2.3.4|. Reported procedure: The operation is carried out as in Stage 3 of Example 2 starting from 109 mg of the product obtained in Stage 1 above and 445 mg of trans-1,4-diaminocyclohexane. After purification on silica eluting with methanol/ammonium hydroxide (NH4OH) in a proportion of 98/2, salification is carried out with 1.4 N hydrochloric acid in ethanol. In this way 78 mg of expected product is obtained in the form of crystals. The reactants are Cl(=O)(=O)(=O)O (perchloric acid), BrC=1C=C(C(=NC1)N)C(=COC)C1=CC=CC=C1 (5-bromo-3-(2-methoxy-1-phenylvinyl)-2-pyridinylamine), CN (methylamine). Solvent: O1CCOCC1 (1,4-dioxane). Run at temperature 100 celsius. The product is BrC=1C=C2C(=NC1)NC=C2C2=CC=CC=C2 (5-bromo-3-phenylpyrrolo[2,3-b]pyridine). The yield is 77.9%. As a reaction SMILES: [Br:1][C:2]1[CH:3]=[C:4]([C:9]([C:13]2[CH:18]=[CH:17][CH:16]=[CH:15][CH:14]=2)=[CH:10]OC)[C:5]([NH2:8])=[N:6][CH:7]=1.Cl(O)(=O)(=O)=O.CN>O1CCOCC1>[Br:1][C:2]1[CH:3]=[C:4]2[C:9]([C:13]3[CH:18]=[CH:17][CH:16]=[CH:15][CH:14]=3)=[CH:10][NH:8][C:5]2=[N:6][CH:7]=1. Reported procedure: 1.093 g (3.582 mmol) of 5-bromo-3-(2-methoxy-1-phenylvinyl)-2-pyridinylamine was dissolved in 60 ml of anhydrous 1,4-dioxane, 800 μl of 70% aqueous perchloric acid was added and the mixture heated to 100° C. for 13 hours. The mixture was then cooled to room temperature and 3 ml of methylamine was added and the mixture evaporated to dryness. The resulting crude was crystallized from hot ethanol to afford 763 mg (2.79 mmol, 78% yield) of 5-bromo-3-phenylpyrrolo[2,3-b]pyridine as a beige-brown to b... Reactants: C(C1=CC=CC=C1)N1N=C(C=2C1=NC(=NC2)S(=O)(=O)C)Br (1-benzyl-3-bromo-6-methanesulfonyl-1H-pyrazolo[3,4-d]pyrimidine), NCCN1CCOCC1 (N-aminoethylmorpholine). Yields the product C(C1=CC=CC=C1)N1N=C(C=2C1=NC(=NC2)NCCN2CCOCC2)Br ((1-benzyl-3-bromo-1H-pyrazolo[3,4-d]pyrimidin-6-yl)-(2-morpholin-4-yl-ethyl)-amine). Reaction SMILES: [CH2:1]([N:8]1[C:12]2=[N:13][C:14](S(C)(=O)=O)=[N:15][CH:16]=[C:11]2[C:10]([Br:21])=[N:9]1)[C:2]1[CH:7]=[CH:6][CH:5]=[CH:4][CH:3]=1.[NH2:22][CH2:23][CH2:24][N:25]1[CH2:30][CH2:29][O:28][CH2:27][CH2:26]1>>[CH2:1]([N:8]1[C:12]2=[N:13][C:14]([NH:22][CH2:23][CH2:24][N:25]3[CH2:30][CH2:29][O:28][CH2:27][CH2:26]3)=[N:15][CH:16]=[C:11]2[C:10]([Br:21])=[N:9]1)[C:2]1[CH:7]=[CH:6][CH:5]=[CH:4][CH:3]=1. Reported procedure: Prepared as described above in Example 8 starting from 1-benzyl-3-bromo-6-methanesulfonyl-1H-pyrazolo[3,4-d]pyrimidine and N-aminoethylmorpholine to give the title compound (1-benzyl-3-bromo-1H-pyrazolo[3,4-d]pyrimidin-6-yl)-(2-morpholin-4-yl-ethyl)-amine; LC/MS (m/e)=419.2 (MH+), Rt=1.47 min.